From a dataset of the Open Reaction Database (ORD), a public repository of structured organic reaction records. describe an organic reaction: reactants, conditions, products, and yield Reactants: C(C)(C)C1(N=C(NC1=O)C1=C(C=CC2=C1SC=C2)C(=O)OC)C (methyl 7-(4-isopropyl-4methyl-5-oxo-2-imidazolin-2-yl)-6-benzo [b]thiophene carboxylate), [OH-].[Na+] (sodium hydroxide). Solvent: O1CCCC1 (tetrahydrofuran). Conditions: time 8 hour. The product is C(C)(C)C1(N=C(NC1=O)C1=C(C=CC2=C1SC=C2)C(=O)O)C (7-(4-Isopropyl-4-methyl-5-oxo-2imidazolin-2-yl) -6-benzo[b]thiophene carboxylic acid). Reaction SMILES: [CH:1]([C:4]1([CH3:23])[C:8](=[O:9])[NH:7][C:6]([C:10]2[C:15]3[S:16][CH:17]=[CH:18][C:14]=3[CH:13]=[CH:12][C:11]=2[C:19]([O:21]C)=[O:20])=[N:5]1)([CH3:3])[CH3:2].[OH-].[Na+]>O1CCCC1>[CH:1]([C:4]1([CH3:23])[C:8](=[O:9])[NH:7][C:6]([C:10]2[C:15]3[S:16][CH:17]=[CH:18][C:14]=3[CH:13]=[CH:12][C:11]=2[C:19]([OH:21])=[O:20])=[N:5]1)([CH3:3])[CH3:2] |f:1.2|. Procedure: A mixture of methyl 7-(4-isopropyl-4methyl-5-oxo-2-imidazolin-2-yl)-6-benzo [b]thiophene carboxylate (90% pure, 0.420 g, 1.20 mmol), aqueous sodium hydroxide (1.01 mL, 2.53 mmol) and tetrahydrofuran (15 mL) is stirred overnight at 40°-45° C., cooled to room temperature, concentrated in vacuo, and acidified to pH 1-2 with concentrated sulfuric acid. Extraction with ethyl acetate, drying (MgSO4), concentration and recrystallization from acetonitrile:hexanes (9:1) affords the title product as an of... Reactants: O=C1C(Br)=CC(Br)(Br)C=C1Br, CCN(Cc1ccccc1)c1ccccc1, ClCCl. Yields the product CCN(Cc1ccccc1)c1ccc(Br)cc1. RXN SMILES: [Br:17][C:18]1=[CH:27][C:24]([Br:25])([Br:26])[CH:23]=[C:21]([Br:22])[C:19]1=[O:20].[CH2:1]([c:2]1[cH:3][cH:4][cH:5][cH:6][cH:7]1)[N:8]([CH2:9][CH3:10])[c:11]1[cH:12][cH:13][cH:14][cH:15][cH:16]1.[Cl:28][CH2:29][Cl:30]>>[CH2:1]([c:2]1[cH:3][cH:4][cH:5][cH:6][cH:7]1)[N:8]([CH2:9][CH3:10])[c:11]1[cH:12][cH:13][c:14]([Br:17])[cH:15][cH:16]1. The reactants are FC1=C(OC2=CC=C(C(=O)O)C=C2)C=CC(=C1)F (4-(2,4-Difluorophenoxy)benzoic acid), NC1=CC=C(C=C1)N1CC(CC1)N(C)C ([1-(4-aminophenyl)pyrrolidin-3-yl]-dimethylamine). Product: FC1=C(OC2=CC=C(C(=O)OCC)C=C2)C=CC(=C1)F (Ethyl 4-(2,4-difluorophenoxy)benzoate). RXN SMILES: [F:1][C:2]1[CH:17]=[C:16]([F:18])[CH:15]=[CH:14][C:3]=1[O:4][C:5]1[CH:13]=[CH:12][C:8]([C:9]([OH:11])=[O:10])=[CH:7][CH:6]=1.N[C:20]1C=CC(N2CCC(N(C)C)C2)=C[CH:21]=1>>[F:1][C:2]1[CH:17]=[C:16]([F:18])[CH:15]=[CH:14][C:3]=1[O:4][C:5]1[CH:6]=[CH:7][C:8]([C:9]([O:11][CH2:20][CH3:21])=[O:10])=[CH:12][CH:13]=1. Reported procedure: 4-(2,4-Difluorophenoxy)benzoic acid was reacted with [1-(4-aminophenyl)pyrrolidin-3-yl]-dimethylamine by method E-b. This resulted in the product with the molecular weight of 437.19 (C25H25F2N3O2); MS (ESI): 438 (M+H+) as hydrotrifluoroacetate. The reactants are CS(=O)(=O)OCC1=NC(=NC(=C1)O[C@@H]1CC[C@@H](CC1)N1CC(C1)(N1N=CC(=C1)C=1C2=C(N=CN1)N(C=C2)COCC[Si](C)(C)C)CC#N)C(F)(F)F ([6-[(cis-4-{3-(Cyanomethyl)-3-[4-(7-{[2-(trimethylsilyl)ethoxy]methyl}-7H-pyrrolo[2,3-d]pyrimidin-4-yl)-1H-pyrazol-1-yl]azetidin-1-yl}cyclohexyl)oxy]-2-(trifluoromethyl)pyrimidin-4-yl]methyl methanesulfonate), CNC (dimethylamine). The solvent is O1CCCC1 (tetrahydrofuran), O1CCCC1 (tetrahydrofuran). Conditions: temperature 25 celsius, time 16 hour. The product is CN(C)CC1=CC(=NC(=N1)C(F)(F)F)O[C@H]1CC[C@H](CC1)N1CC(C1)(N1N=CC(=C1)C=1C2=C(N=CN1)N(C=C2)COCC[Si](C)(C)C)CC#N ({1-(cis-4-{[6-[(Dimethylamino)methyl]-2-(trifluoromethyl)pyrimidin-4-yl]oxy}cyclohexyl)-3-[4-(7-{[2-(trimethylsilyl)ethoxy]methyl}-7H-pyrrolo[2,3-d]pyrimidin-4-yl)-1H-pyrazol-1-yl]azetidin-3-yl}acetonitrile). RXN SMILES: CS(O[CH2:6][C:7]1[CH:12]=[C:11]([O:13][C@H:14]2[CH2:19][CH2:18][C@@H:17]([N:20]3[CH2:23][C:22]([CH2:46][C:47]#[N:48])([N:24]4[CH:28]=[C:27]([C:29]5[C:30]6[CH:37]=[CH:36][N:35]([CH2:38][O:39][CH2:40][CH2:41][Si:42]([CH3:45])([CH3:44])[CH3:43])[C:31]=6[N:32]=[CH:33][N:34]=5)[CH:26]=[N:25]4)[CH2:21]3)[CH2:16][CH2:15]2)[N:10]=[C:9]([C:49]([F:52])([F:51])[F:50])[N:8]=1)(=O)=O.[CH3:53][NH:54][CH3:55]>O1CCCC1>[CH3:53][N:54]([CH2:6][C:7]1[N:8]=[C:9]([C:49]([F:51])([F:52])[F:50])[N:10]=[C:11]([O:13][C@@H:14]2[CH2:19][CH2:18][C@H:17]([N:20]3[CH2:21][C:22]([CH2:46][C:47]#[N:48])([N:24]4[CH:28]=[C:27]([C:29]5[C:30]6[CH:37]=[CH:36][N:35]([CH2:38][O:39][CH2:40][CH2:41][Si:42]([CH3:44])([CH3:45])[CH3:43])[C:31]=6[N:32]=[CH:33][N:34]=5)[CH:26]=[N:25]4)[CH2:23]3)[CH2:16][CH2:15]2)[CH:12]=1)[CH3:55]. Procedure: [6-[(cis-4-{3-(Cyanomethyl)-3-[4-(7-{[2-(trimethylsilyl)ethoxy]methyl}-7H-pyrrolo[2,3-d]pyrimidin-4-yl)-1H-pyrazol-1-yl]azetidin-1-yl}cyclohexyl)oxy]-2-(trifluoromethyl)pyrimidin-4-yl]methyl methanesulfonate (450.0 mg, 0.5906 mmol) was dissolved in tetrahydrofuran (10.00 mL) and 2.0 M dimethylamine in tetrahydrofuran (4.00 mL, 8.00 mmol) was added. The reaction were stirred at 25° C. for 16 hours at which time LCMS analysis showed that the reaction was completed. The solvent was then removed and... Starting materials: CCOC(=O)c1csc(-c2cccc(C3=Nc4ccc(-c5ccc(F)cc5)cc4NC(=O)C3)c2)n1, CO, CS(C)=O, [K+], [OH-]. The product is O=C1CC(c2cccc(-c3nc(C(=O)O)cs3)c2)=Nc2ccc(-c3ccc(F)cc3)cc2N1. As a reaction SMILES: [CH2:1]([CH3:2])[O:3][C:4](=[O:5])[c:6]1[n:7][c:8](-[c:11]2[cH:12][c:13]([C:17]3=[N:23][c:22]4[c:21]([cH:27][c:26](-[c:28]5[cH:29][cH:30][c:31]([F:34])[cH:32][cH:33]5)[cH:25][cH:24]4)[NH:20][C:19](=[O:35])[CH2:18]3)[cH:14][cH:15][cH:16]2)[s:9][cH:10]1.[CH3:38][OH:39].[CH3:40][S:41]([CH3:42])=[O:43].[K+:37].[OH-:36]>>[O:3]=[C:4]([OH:5])[c:6]1[n:7][c:8](-[c:11]2[cH:12][c:13]([C:17]3=[N:23][c:22]4[c:21]([cH:27][c:26](-[c:28]5[cH:29][cH:30][c:31]([F:34])[cH:32][cH:33]5)[cH:25][cH:24]4)[NH:20][C:19](=[O:35])[CH2:18]3)[cH:14][cH:15][cH:16]2)[s:9][cH:10]1. The reactants are C(C)(=O)N1C(C(C2=CC=C(C=C12)C(=O)OC)=C(C1=CC=CC=C1)OCC)=O (1-acetyl-3-(1-ethoxy-1-phenylmethylene)-6-methoxycarbonyl-2-indolinone), OCCN(C)CC1=CC=C(N)C=C1 (4-((N-(2-hydroxy-ethyl)-N-methyl-amino)-methyl)-aniline). Yields the product OCCN(C)CC1=CC=C(N\C(\C2=CC=CC=C2)=C\2/C(NC3=CC(=CC=C23)C(=O)OC)=O)C=C1 (3-Z-[1-(4-((N-(2-hydroxy-ethyl)-N-methyl-amino)-methyl)-anilino)-1-phenyl-methylene]-6-methoxycarbonyl-2-indolinone). RXN SMILES: C([N:4]1[C:12]2[C:7](=[CH:8][CH:9]=[C:10]([C:13]([O:15][CH3:16])=[O:14])[CH:11]=2)[C:6](=[C:17](OCC)[C:18]2[CH:23]=[CH:22][CH:21]=[CH:20][CH:19]=2)[C:5]1=[O:27])(=O)C.[OH:28][CH2:29][CH2:30][N:31]([CH2:33][C:34]1[CH:40]=[CH:39][C:37]([NH2:38])=[CH:36][CH:35]=1)[CH3:32]>>[OH:28][CH2:29][CH2:30][N:31]([CH2:33][C:34]1[CH:35]=[CH:36][C:37]([NH:38]/[C:17](=[C:6]2\[C:5](=[O:27])[NH:4][C:12]3[C:7]\2=[CH:8][CH:9]=[C:10]([C:13]([O:15][CH3:16])=[O:14])[CH:11]=3)/[C:18]2[CH:23]=[CH:22][CH:21]=[CH:20][CH:19]=2)=[CH:39][CH:40]=1)[CH3:32]. Procedure: Prepared from 1-acetyl-3-(1-ethoxy-1-phenylmethylene)-6-methoxycarbonyl-2-indolinone and 4-((N-(2-hydroxy-ethyl)-N-methyl-amino)-methyl)-aniline Rf value: 0.5 (aluminium oxide, methylene chloride/ethanol=40:1) C27H27N3O4